This data is from the Open Reaction Database (ORD), a public repository of structured organic reaction records. The task is: describe an organic reaction: reactants, conditions, products, and yield Yields the product C(C1=CC=CC=C1)(=O)OC1=C(C=CC=C1)OC (2-methoxyphenyl benzoate). Procedure: A stirred, ice-cold, aqueous solution of sodium hydroxide (250 mL; 15% w/v) is treated, dropwise, with guaiacol (22 mL), followed by benzoyl chloride (25.5 mL), and the mixture is stirred for a further period of 40 minutes. The resulting crystalline white solid is filtered off, washed with water, and dried, to give 2-methoxyphenyl benzoate (29.2 g), m.p. 59°-60° C. [Elemental analysis: C,73.3; H,5.2%; calculated: C,73.7; H,5.3%]. Conditions: time 40 minute. Reactants: C=1(C(O)=CC=CC1)OC (guaiacol), C(C1=CC=CC=C1)(=O)Cl (benzoyl chloride), [OH-].[Na+] (sodium hydroxide). RXN SMILES: [C:1]1([O:8][CH3:9])[C:2](=[CH:4][CH:5]=[CH:6][CH:7]=1)O.[C:10](Cl)(=[O:17])[C:11]1[CH:16]=[CH:15][CH:14]=[CH:13][CH:12]=1.[OH-:19].[Na+]>>[C:10]([O:17][C:7]1[CH:6]=[CH:5][CH:4]=[CH:2][C:1]=1[O:8][CH3:9])(=[O:19])[C:11]1[CH:16]=[CH:15][CH:14]=[CH:13][CH:12]=1 |f:2.3|.